From a dataset of the Open Reaction Database (ORD), a public repository of structured organic reaction records. describe an organic reaction: reactants, conditions, products, and yield Starting materials: C(C1=CC=CC=C1)N(C1=CC(=C(C(=C1)F)NC1=C2C(=NC=C1)NC=C2C)F)CC2=CC=CC=C2 (N4,N4-dibenzyl-2,6-difluoro-N1-(3-methyl-1H-pyrrolo[2,3-b]pyridin-4-yl)benzene-1,4-diamine), Cl (hydrochloric acid), [H][H] (hydrogen). Reagents/catalysts: [Pd] (palladium-on-carbon). Solvent: C(C)O (ethanol). The product is FC1=C(C(=CC(=C1)N)F)NC1=C2C(=NC=C1)NC=C2C (2,6-Difluoro-N1-(3-methyl-1H-pyrrolo[2,3-b]pyridin-4-yl)benzene-1,4-diamine). RXN SMILES: C([N:8](CC1C=CC=CC=1)[C:9]1[CH:14]=[C:13]([F:15])[C:12]([NH:16][C:17]2[CH:22]=[CH:21][N:20]=[C:19]3[NH:23][CH:24]=[C:25]([CH3:26])[C:18]=23)=[C:11]([F:27])[CH:10]=1)C1C=CC=CC=1.Cl.[H][H]>C(O)C.[Pd]>[F:27][C:11]1[CH:10]=[C:9]([NH2:8])[CH:14]=[C:13]([F:15])[C:12]=1[NH:16][C:17]1[CH:22]=[CH:21][N:20]=[C:19]2[NH:23][CH:24]=[C:25]([CH3:26])[C:18]=12. Reported procedure: 66 mg of 10% palladium-on-carbon are added to a solution of 280 mg (0.62 mmol) of N4,N4-dibenzyl-2,6-difluoro-N1-(3-methyl-1H-pyrrolo[2,3-b]pyridin-4-yl)benzene-1,4-diamine in 20 ml of ethanol and 1.85 ml (1.85 mmol) of 1 M hydrochloric acid, and the suspension is stirred in a hydrogen atmosphere at atmospheric pressure overnight. The suspension is filtered through Celite, the Celite is washed with methanol and the filtrate is then concentrated under reduced pressure. The residue is purified by ... Starting materials: CCO, ClC(Cl)Cl, Cl, CC(=O)c1cc(Cl)c(O)c(Cl)c1. Product: CC(Cl)(Cl)C(=O)c1cc(Cl)c(O)c(Cl)c1. As a reaction SMILES: [CH3:18][CH2:19][OH:20].[CH:13]([Cl:14])([Cl:15])[Cl:16].[Cl:17].[Cl:1][c:2]1[cH:3][c:4]([C:10]([CH3:11])=[O:12])[cH:5][c:6]([Cl:9])[c:7]1[OH:8]>>[Cl:1][c:2]1[cH:3][c:4]([C:10](=[O:12])[C:13]([Cl:14])([Cl:16])[CH3:18])[cH:5][c:6]([Cl:9])[c:7]1[OH:8].